Dataset: the Open Reaction Database (ORD), a public repository of structured organic reaction records. Task: describe an organic reaction: reactants, conditions, products, and yield The reactants are ClCC1=CC=C(C=C1)N=C=O (1-(chloromethyl)-4-isocyanatobenzene), CNCC1=CC=CC=C1 (N-methyl-1-phenylmethanamine), C1NCC2=CC=CC=C12 (isoindoline), C(C)N(C(C)C)C(C)C (N-ethyl-N-isopropylpropan-2-amine), CN1CCCC1 (N-methylpyrrolidine). The solvent is O (water), C(C)#N (acetonitrile), C(C)#N (acetonitrile). Conditions: temperature 0 celsius, time 2 hour. The product is C(C1=CC=CC=C1)N(C)CC1=CC=C(C=C1)NC(=O)N1CC2=CC=CC=C2C1 (N-(4-{[benzyl(methyl)amino]methyl}phenyl)-1,3-dihydro-2H-isoindole-2-carboxamide). As a reaction SMILES: [CH2:1]1[C:9]2[C:4](=[CH:5][CH:6]=[CH:7][CH:8]=2)[CH2:3][NH:2]1.C(N(C(C)C)C(C)C)C.CN1CCCC1.Cl[CH2:26][C:27]1[CH:32]=[CH:31][C:30]([N:33]=[C:34]=[O:35])=[CH:29][CH:28]=1.[CH3:36][NH:37][CH2:38][C:39]1[CH:44]=[CH:43][CH:42]=[CH:41][CH:40]=1>C(#N)C.O>[CH2:38]([N:37]([CH2:26][C:27]1[CH:32]=[CH:31][C:30]([NH:33][C:34]([N:2]2[CH2:3][C:4]3[C:9](=[CH:8][CH:7]=[CH:6][CH:5]=3)[CH2:1]2)=[O:35])=[CH:29][CH:28]=1)[CH3:36])[C:39]1[CH:44]=[CH:43][CH:42]=[CH:41][CH:40]=1. Procedure details: A suspension of isoindoline (0.1 g, 0.839 mmol) and N-ethyl-N-isopropylpropan-2-amine (0.219 ml, 1.259 mmol) in acetonitrile (2.80 ml) was treated with N-methylpyrrolidine (2.80 ml). The solution was cooled to 0° C. and 1-(chloromethyl)-4-isocyanatobenzene (0.155 g, 0.923 mmol) was added. After stirring for 2 hours at 0° C., the reaction was treated with a solution of N-methyl-1-phenylmethanamine (0.102 g, 0.839 mmol) in 0.5 mL acetonitrile. The reaction was stirred at 0° C. for 5 minutes and at... Starting materials: Cl.C(C1=CN=CC=C1)Cl (nicotinyl chloride hydrochloride), CN1CCOCC1 (4 -methylmorpholine), C1(=CC=C(C=C1)S(=O)(=O)O)C.C(C1=CC=CC=C1)OC([C@@H](N)C(C)C)=O (L-valine benzyl ester p-toluenesulfonate). The solvent is C(C)OCC (diethyl ether), ClCCl (dichloromethane). Reaction conditions: time 8 hour. The product is C(C1=CC=CC=C1)OC([C@@H](NC(=O)C=1C=NC=CC1)C(C)C)=O (N-((3-Pyridinyl)carbonyl)-valine Benzyl Ester). Isolated yield 103.9%. As a reaction SMILES: C1(C)C=CC(S(O)(=O)=[O:8])=CC=1.[CH2:12]([O:19][C:20](=[O:26])[C@H:21]([CH:23]([CH3:25])[CH3:24])[NH2:22])[C:13]1[CH:18]=[CH:17][CH:16]=[CH:15][CH:14]=1.Cl.[CH2:28](Cl)[C:29]1[CH:34]=[CH:33][CH:32]=[N:31][CH:30]=1.CN1CCOCC1>ClCCl.C(OCC)C>[CH2:12]([O:19][C:20](=[O:26])[C@H:21]([CH:23]([CH3:24])[CH3:25])[NH:22][C:28]([C:29]1[CH:30]=[N:31][CH:32]=[CH:33][CH:34]=1)=[O:8])[C:13]1[CH:18]=[CH:17][CH:16]=[CH:15][CH:14]=1 |f:0.1,2.3|. Procedure details: A solution of 2.44 g (6.44 mmol) of L-valine benzyl ester p-toluenesulfonate in 100 ml of dichloromethane was cooled under N2 atmosphere to 0° C. and treated sequentially with 1.15 g (6.44 mmol) of nicotinyl chloride hydrochloride and 2.8 ml (26 mmol) of 4 -methylmorpholine. After being stirred at ambient temperature overnight, the resulting solution was diluted with 200 ml of diethyl ether, washed sequentially with water, aqueous NaHCO3, and saturated brine, dried over Na2SO4, and concentrated ... Reactants: O=C(O)c1cccc(C(F)(F)F)c1I, O=S(Cl)Cl. Yields the product O=C(Cl)c1cccc(C(F)(F)F)c1I. RXN SMILES: [I:1][c:2]1[c:3]([C:4](=[O:5])[OH:6])[cH:7][cH:8][cH:9][c:10]1[C:11]([F:12])([F:13])[F:14].[S:15]([Cl:16])([Cl:17])=[O:18]>>[I:1][c:2]1[c:3]([C:4](=[O:5])[Cl:17])[cH:7][cH:8][cH:9][c:10]1[C:11]([F:12])([F:13])[F:14]. Reactants: BrC=1C=CC(=C(C1)C)OC (5-bromo-2-methoxytoluene), C1(CCCCC1)CCCN1CCNCC1 (1-(3-cyclohexylpropyl)piperazine), C(C1=CC=CC=C1)OC1=C(C=C(C=C1)Br)Cl (1-benzyloxy-4-bromo-2-chlorobenzene), C(CC1=CC=CC=C1)N1CCNCC1 (l-phenethylpiperazine). Yields the product C(C1=CC=CC=C1)OC1=C(C=C(C=C1)N1CCN(CC1)CCCC1CCCCC1)Cl (1-(4-benzyloxy-3-chlorophenyl)-4-(3-cyclohexylpropyl)piperazine). The yield is 100.4%. RXN SMILES: BrC1C=CC(OC)=C(C)C=1.[CH2:11]([O:18][C:19]1[CH:24]=[CH:23][C:22](Br)=[CH:21][C:20]=1[Cl:26])[C:12]1[CH:17]=[CH:16][CH:15]=[CH:14][CH:13]=1.C(N1CCNCC1)CC1C=CC=CC=1.[CH:41]1([CH2:47][CH2:48][CH2:49][N:50]2[CH2:55][CH2:54][NH:53][CH2:52][CH2:51]2)[CH2:46][CH2:45][CH2:44][CH2:43][CH2:42]1>>[CH2:11]([O:18][C:19]1[CH:24]=[CH:23][C:22]([N:53]2[CH2:54][CH2:55][N:50]([CH2:49][CH2:48][CH2:47][CH:41]3[CH2:46][CH2:45][CH2:44][CH2:43][CH2:42]3)[CH2:51][CH2:52]2)=[CH:21][C:20]=1[Cl:26])[C:12]1[CH:17]=[CH:16][CH:15]=[CH:14][CH:13]=1. Reported procedure: Production Example 9 was repeated except that 5-bromo-2-methoxytoluene was replaced with 1-benzyloxy-4-bromo-2-chlorobenzene (861 mg), and l-phenethylpiperazine was replaced with 1-(3-cyclohexylpropyl)piperazine (730 mg). Whereby obtained crude product was purified on silica gel column chromatography (eluent, chloroform: methanol=10:1) to provide 1-(4-benzyloxy-3-chlorophenyl)-4-(3-cyclohexylpropyl)piperazine (1.24 g). Starting materials: OC1c2ccccc2CC1Br, CCOC(C)=O, CS(C)=O, [N-]=[N+]=[N-], [Na+], O. Product: [N-]=[N+]=NC1Cc2ccccc2C1O. RXN SMILES: [Br:1][CH:2]1[CH:3]([OH:11])[c:4]2[cH:5][cH:6][cH:7][cH:8][c:9]2[CH2:10]1.[CH3:16][CH2:17][O:18][C:19]([CH3:20])=[O:21].[CH3:23][S:24]([CH3:25])=[O:26].[N-:13]=[N+:14]=[N-:15].[Na+:12].[OH2:22]>>[CH:2]1([N:13]=[N+:14]=[N-:15])[CH:3]([OH:11])[c:4]2[cH:5][cH:6][cH:7][cH:8][c:9]2[CH2:10]1. The yield is 51.0%. Reaction SMILES: CN1[C:10]2[C:5](=[CH:6][C:7](S(N3CCC[C@H]3COC3C=CC=CC=3)(=O)=O)=[CH:8][CH:9]=2)[C:4](=O)C1=O.[N:29]1[CH:34]=[CH:33][CH:32]=[C:31]([O:35][CH2:36][CH:37]2[CH2:41][CH2:40][CH2:39][N:38]2[S:42]([C:45]2[CH:46]=[C:47]3[C:51](=[CH:52][CH:53]=2)[NH:50][C:49](=[O:54])[C:48]3=[O:55])(=[O:44])=[O:43])[CH:30]=1.C(Br)C1C=CC=CC=1>>[CH2:4]([N:50]1[C:51]2[C:47](=[CH:46][C:45]([S:42]([N:38]3[CH2:39][CH2:40][CH2:41][CH:37]3[CH2:36][O:35][C:31]3[CH:30]=[N:29][CH:34]=[CH:33][CH:32]=3)(=[O:44])=[O:43])=[CH:53][CH:52]=2)[C:48](=[O:55])[C:49]1=[O:54])[C:5]1[CH:10]=[CH:9][CH:8]=[CH:7][CH:6]=1. Starting materials: CN1C(C(C2=CC(=CC=C12)S(=O)(=O)N1[C@@H](CCC1)COC1=CC=CC=C1)=O)=O ((S)-1-Methyl-5-(2-phenoxymethyl-pyrrolidine-1-sulfonyl)-1H-indole-2,3-dione), N1=CC(=CC=C1)OCC1N(CCC1)S(=O)(=O)C=1C=C2C(C(NC2=CC1)=O)=O (5-(2-(Pyridin-3-yl-oxymethyl)-pyrrolidine-1-sulfonyl)-1H-indole-2,3-dione), C(C1=CC=CC=C1)Br (benzyl bromide). Yields the product C(C1=CC=CC=C1)N1C(C(C2=CC(=CC=C12)S(=O)(=O)N1C(CCC1)COC=1C=NC=CC1)=O)=O (1-Benzyl-5-(2-(pyridin-3-yl-oxymethyl)-pyrrolidine-1-sulfonyl)-1H-indole-2,3-dione). Reported procedure: 1-Benzyl-5-(2-(pyridin-3-yl-oxymethyl)-pyrrolidine-1-sulfonyl)-1H-indole-2,3-dione (21b) was prepared according to the same procedure for compound 11a, except using compound 20 and benzyl bromide, and the crude product was purified with ether to afford 61 mg (51%) of 21b as a yellow solid, mp 79.6-80.7° C. 1H NMR (300 MHz, CDCl3) δ 8.25 (s, 1H), 8.22 (t, J=2.7 Hz, 1H), 8.04 (d, J=2.1 Hz, 1H), 7.98 (dd, J=8.4 Hz, J=2.1 Hz, 1H), 7.36 (m, 5H), 7.22 (m, 2H), 6.91 (d, J=8.8 Hz, 1H), 4.97 (s, 2H), 4.2... Starting materials: BrC(C(=O)OCC)CCCCC (ethyl 2-bromoheptanoate), C(C)(=O)OCC(C)=O (acetoxyacetone), C1(=CC=CC=C1)C (toluene), II (iodine), C1(=CC=CC=C1)C (toluene). The reagents and catalysts are [Zn] (Zinc). Reaction conditions: temperature 80 celsius, time 90 minute. Yields the product C(C)(=O)OC1(C(C(OC1)=O)CCCCC)C (4-acetoxy-4-methyl-3-pentyl-tetrahydrofuran-2-one). Yield: 43.5%. As a reaction SMILES: II.Br[CH:4]([CH2:10][CH2:11][CH2:12][CH2:13][CH3:14])[C:5]([O:7][CH2:8][CH3:9])=[O:6].[C:15]([O:18]CC(=O)C)(=[O:17])[CH3:16].[C:23]1(C)C=CC=CC=1>[Zn]>[C:15]([O:18][C:9]1([CH3:23])[CH2:8][O:7][C:5](=[O:6])[CH:4]1[CH2:10][CH2:11][CH2:12][CH2:13][CH3:14])(=[O:17])[CH3:16]. Procedure details: Zinc powder (65.37 g, 1 mol) and 3.27 g (50 mmol) of iodine are placed in 400 ml of toluene. This violet suspension is heated to 80° C. in an oil bath while stirring and treated within 80 minutes with a solution of 118.55 g (500 mmol) of ethyl 2-bromoheptanoate and 87.08 g (750 mmol) of acetoxyacetone in 100 ml of toluene. The exothermic reaction which sets in immediately can be held at 80°-90° C. by removing the oil bath. After a further 90 minutes at 80° C. the reaction mixture, cooled to room... The reactants are O (water), FC1=C(C(=CC(=C1)F)I)O (2,4-Difluoro-6-iodo-phenol), COC1=CC=C(C=C1)C#C (4-Methoxyphenylacetylene), PdCl2P(PH3)2. Solvent: CN(C)C=O.C(C)NCC (DMF Diethylamine). Run at time 1 hour. The product is FC=1C=C(C2=C(C=C(O2)C2=CC=C(C=C2)OC)C1)F (5,7-Difluoro-2-(4-methoxy-phenyl)-benzofuran). As a reaction SMILES: [F:1][C:2]1[CH:7]=[C:6]([F:8])[CH:5]=[C:4](I)[C:3]=1[OH:10].[CH3:11][O:12][C:13]1[CH:18]=[CH:17][C:16]([C:19]#[CH:20])=[CH:15][CH:14]=1.O>CN(C=O)C.C(NCC)C>[F:8][C:6]1[CH:7]=[C:2]([F:1])[C:3]2[O:10][C:19]([C:16]3[CH:17]=[CH:18][C:13]([O:12][CH3:11])=[CH:14][CH:15]=3)=[CH:20][C:4]=2[CH:5]=1 |f:3.4|. Procedure: A solution of 2,4-Difluoro-6-iodo-phenol (1.0 g, 3.9 mmol), 4-Methoxyphenylacetylene(0.53 g, 4.0 mmol), PdCl2P(PH3)2 (70 mg), and Cul (50 mg) in DMF/Diethylamine (10 ml) was heated to 60° C. After 1 hr, the reaction was cooled and poured into water which was extracted with EtOAc. The organic layer was dried over MgSO4, filtered and concentrated to give a solid which was triturated with MeOH and filtered to give 86 as a solid. The product is FC=1C=CC(=C(C1)C1C=2C(NC(=C1C(=O)OCC)CCC)=NNC2)OC (Ethyl 4-(5-fluoro-2-methoxyphenyl)-4,7-dihydro-6-propyl-2H-pyrazolo[3,4-b]pyridine-5-carboxylate). Procedure: The title compound was prepared from 5-fluoro-2-methoxybenzaldehyde, 3-aminopyrazole and ethyl 3-ketohexanoate in the same manner as in Example 25. As a reaction SMILES: [F:1][C:2]1[CH:3]=[CH:4][C:5]([O:10][CH3:11])=[C:6]([CH:9]=1)[CH:7]=O.[NH2:12][C:13]1[CH:17]=[CH:16][NH:15][N:14]=1.O=[C:19]([CH2:26][CH2:27][CH3:28])[CH2:20][C:21]([O:23][CH2:24][CH3:25])=[O:22]>>[F:1][C:2]1[CH:3]=[CH:4][C:5]([O:10][CH3:11])=[C:6]([CH:7]2[C:20]([C:21]([O:23][CH2:24][CH3:25])=[O:22])=[C:19]([CH2:26][CH2:27][CH3:28])[NH:12][C:13]3=[N:14][NH:15][CH:16]=[C:17]23)[CH:9]=1. The reactants are FC=1C=CC(=C(C=O)C1)OC (5-fluoro-2-methoxybenzaldehyde), NC1=NNC=C1 (3-aminopyrazole), O=C(CC(=O)OCC)CCC (ethyl 3-ketohexanoate). Solvent: CN(C=O)C (dimethylformamide). RXN SMILES: [CH2:1]([O:8][C:9]1[C:10]2[N:11]([CH:15]=[C:16]([CH3:18])[N:17]=2)[CH:12]=[CH:13][CH:14]=1)[C:2]1[CH:7]=[CH:6][CH:5]=[CH:4][CH:3]=1.P(Cl)(Cl)(Cl)=O.[C:24](=O)([O-])[OH:25].[K+]>CN(C)C=O>[CH2:1]([O:8][C:9]1[C:10]2[N:11]([C:15]([CH:24]=[O:25])=[C:16]([CH3:18])[N:17]=2)[CH:12]=[CH:13][CH:14]=1)[C:2]1[CH:3]=[CH:4][CH:5]=[CH:6][CH:7]=1.[CH:9]([O:8][CH:1]([CH3:2])[CH3:24])([CH3:14])[CH3:10] |f:2.3|. The product is C(C1=CC=CC=C1)OC=1C=2N(C=CC1)C(=C(N2)C)C=O (8-Benzyloxy-2-methylimidazo[1,2-a]pyridine-3-carboxaldehyde), C(C)(C)OC(C)C (diisopropyl ether). Procedure: 4.77 g (0.02 mol) of 8-benzyloxy-2-methylimidazo[1,2-a]pyridine are stirred at 60° C. for 2.5 h in a Vilsmeier mixture of 20 ml of dimethylformamide and 2.3 ml of phosphorus oxychloride and the mixture is worked up in a customary manner using ice/water and potassium hydrogen carbonate. 8-Benzyloxy-2-methylimidazo[1,2-a]pyridine-3-carboxaldehyde of m.p. 105°-106° C. (from diisopropyl ether) is obtained. This compound is debenzylated analogously to Kaminski et al., J. Med. Chem. 28, 876 (1985), me... Starting materials: C(C1=CC=CC=C1)OC=1C=2N(C=CC1)C=C(N2)C (8-benzyloxy-2-methylimidazo[1,2-a]pyridine), P(=O)(Cl)(Cl)Cl (phosphorus oxychloride), ice water, C(O)([O-])=O.[K+] (potassium hydrogen carbonate).